From a dataset of the Open Reaction Database (ORD), a public repository of structured organic reaction records. describe an organic reaction: reactants, conditions, products, and yield The solvent is C(CCC)O (n-butanol). Reactants: ClC=1N=NC(=CC1)C1=CC=C(C=C1)C(F)(F)F (3-chloro-6-(α,α,α-trifluoro-p-tolyl)pyridazine), C(=O)NN (formylhydrazine). Procedure details: A mixture of 4.50 g. of 3-chloro-6-(α,α,α-trifluoro-p-tolyl)pyridazine, 2.09 g. of formylhydrazine and 100 ml. of n-butanol is stirred and refluxed for 3 days. The solvent is removed and the residue dissolved in methylene chloride, passed through magnesol and the solid from the filtrate recrystallized from methylene chloride/hexane to afford the product as white crystals, m.p. 160°-161° C. As a reaction SMILES: Cl[C:2]1[N:3]=[N:4][C:5]([C:8]2[CH:13]=[CH:12][C:11]([C:14]([F:17])([F:16])[F:15])=[CH:10][CH:9]=2)=[CH:6][CH:7]=1.[CH:18]([NH:20][NH2:21])=O>C(O)CCC>[F:15][C:14]([F:17])([F:16])[C:11]1[CH:12]=[CH:13][C:8]([C:5]2[CH:6]=[CH:7][C:2]3[N:3]([CH:18]=[N:20][N:21]=3)[N:4]=2)=[CH:9][CH:10]=1. The product is FC(C1=CC=C(C=C1)C=1C=CC=2N(N1)C=NN2)(F)F (6-(α,α,α-trifluoro-p-tolyl)-1,2,4-triazolo[4,3-b]pyridazine). The reactants are CCOCC (ether), C[Si](C)(C)Cl (trimethylsilyl chloride), N1C=NC=C1 (imidazole), C1(CCCCC1)[C@](C(C)=O)(C1=CC=CC=C1)O ((R)-1-cyclohexyl-1-hydroxy-1-phenyl-2-propanone). Run in petroleum ether, CN(C)C=O (DMF). Run at temperature 85 celsius. Product: C1(CCCCC1)[C@@](C(C)=O)(O[Si](C)(C)C)C1=CC=CC=C1 ((R)-1-Cyclohexyl-1-phenyl-1-trimethylsiloxy-2-propanone). Isolated yield 68.7%. As a reaction SMILES: [CH3:1][Si:2](Cl)([CH3:4])[CH3:3].N1C=CN=C1.[CH:11]1([C@@:17]([OH:27])([C:21]2[CH:26]=[CH:25][CH:24]=[CH:23][CH:22]=2)[C:18](=[O:20])[CH3:19])[CH2:16][CH2:15][CH2:14][CH2:13][CH2:12]1.CCOCC>CN(C=O)C>[CH:21]1([C@:17]([C:11]2[CH:12]=[CH:13][CH:14]=[CH:15][CH:16]=2)([O:27][Si:2]([CH3:4])([CH3:3])[CH3:1])[C:18](=[O:20])[CH3:19])[CH2:26][CH2:25][CH2:24][CH2:23][CH2:22]1. Procedure: To a solution of 12 ml (95 mmoles) of trimethylsilyl chloride and 11.6 g (172 mmoles) of imidazole in 100 ml of DMF was added 20 g (86 mmoles) of (R)-1-cyclohexyl-1-hydroxy-1-phenyl-2-propanone. This mixture was heated to 85° C. overnight. The next day, the mixture was cooled and poured onto a mixture of 100 ml of petroleum ether and 100 ml of ether. This was extracted with water. The organic layer was separated, dried, and the solvent removed. The residue was chromatographed on silica gel with ...